From a dataset of the Open Reaction Database (ORD), a public repository of structured organic reaction records. describe an organic reaction: reactants, conditions, products, and yield Starting materials: NC1=NC=CC(=C1)CC1=C(C=C(C=C1)NC(OC(C)(C)C)=O)F (tert-butyl 4-((2-aminopyridin-4-yl)methyl)-3-fluorophenylcarbamate), C(=O)(C(F)(F)F)O (TFA), C(=O)(C(F)(F)F)O (TFA). The solvent is C(Cl)Cl (DCM). Reaction conditions: time 2 hour. The product is NC1=CC(=C(CC2=CC(=NC=C2)N)C=C1)F (4-(4-amino-2-fluorobenzyl)pyridin-2-amine), bis-trifluoroacetic acid. Isolated yield 93.0%. As a reaction SMILES: [NH2:1][C:2]1[CH:7]=[C:6]([CH2:8][C:9]2[CH:14]=[CH:13][C:12]([NH:15]C(=O)OC(C)(C)C)=[CH:11][C:10]=2[F:23])[CH:5]=[CH:4][N:3]=1.C(O)(C(F)(F)F)=O>C(Cl)Cl>[NH2:15][C:12]1[CH:13]=[CH:14][C:9]([CH2:8][C:6]2[CH:5]=[CH:4][N:3]=[C:2]([NH2:1])[CH:7]=2)=[C:10]([F:23])[CH:11]=1. Procedure details: To a solution of tert-butyl 4-((2-aminopyridin-4-yl)methyl)-3-fluorophenylcarbamate as a TFA salt (73 mg, 0.17 mmol) in DCM (4.0 mL) was added TFA (1.0 mL). The solution was stirred at room temperature for 2 h and the solvent was removed in vacuo to give 4-(4-amino-2-fluorobenzyl)pyridin-2-amine, bis-trifluoroacetic acid (70 mg, 93% yield). MS (ESI+): m/z 218.12 (M+H)+.